describe an organic reaction: reactants, conditions, products, and yield From a dataset of the Open Reaction Database (ORD), a public repository of structured organic reaction records. The reactants are C(C)(C)(C)OC(=O)N1CCC(CC1)COCC(C1=C(C=CC=C1)Cl)N (4-[2-amino-2-(2-chlorophenyl)-ethoxymethyl]piperidine-1-carboxylic acid tert-butyl ester), ClC=1C=C2C=C(NC2=CC1)C(=O)O (5-chloroindole-2-carboxylic acid). The product is C(C)(C)(C)OC(=O)N1CCC(CC1)COCC(C1=C(C=CC=C1)Cl)NC(=O)C=1NC2=CC=C(C=C2C1)Cl (4-{2-(5-Chloro-1H-indole-2-carbonyl)amino-2-(2-chloro-phenyl)ethoxymethyl}piperidine-1-carboxylic acid tert-butyl ester). As a reaction SMILES: [C:1]([O:5][C:6]([N:8]1[CH2:13][CH2:12][CH:11]([CH2:14][O:15][CH2:16][CH:17]([NH2:25])[C:18]2[CH:23]=[CH:22][CH:21]=[CH:20][C:19]=2[Cl:24])[CH2:10][CH2:9]1)=[O:7])([CH3:4])([CH3:3])[CH3:2].[Cl:26][C:27]1[CH:28]=[C:29]2[C:33](=[CH:34][CH:35]=1)[NH:32][C:31]([C:36](O)=[O:37])=[CH:30]2>>[C:1]([O:5][C:6]([N:8]1[CH2:9][CH2:10][CH:11]([CH2:14][O:15][CH2:16][CH:17]([NH:25][C:36]([C:31]2[NH:32][C:33]3[C:29]([CH:30]=2)=[CH:28][C:27]([Cl:26])=[CH:35][CH:34]=3)=[O:37])[C:18]2[CH:23]=[CH:22][CH:21]=[CH:20][C:19]=2[Cl:24])[CH2:12][CH2:13]1)=[O:7])([CH3:4])([CH3:2])[CH3:3]. Procedure details: Using coupling method A, 4-[2-amino-2-(2-chlorophenyl)-ethoxymethyl]piperidine-1-carboxylic acid tert-butyl ester (300 mg, 0.8 mmol) and 5-chloroindole-2-carboxylic acid (158 mg, 1.4 mmol) afforded, after purification (SiO2: 33% EtOAc in hexane), 407 mg (92%) of the title compound. The reactants are Nc1cnc(Cl)c(Cl)c1, Cl, [Cu+2], O=N[O-], [Na+], [Na+], [Na+], O=S([O-])[O-], O=S(=O)([O-])[O-]. Yields the product O=S(=O)(Cl)c1cnc(Cl)c(Cl)c1. RXN SMILES: [Cl:6][c:7]1[cH:8][c:9]([NH2:14])[cH:10][n:11][c:12]1[Cl:13].[ClH:5].[Cu+2:26].[N:1]([O-:2])=[O:3].[Na+:19].[Na+:20].[Na+:4].[S:15](=[O:16])([O-:17])[O-:18].[S:21]([O-:22])([O-:23])(=[O:24])=[O:25]>>[Cl:5][S:15]([c:9]1[cH:8][c:7]([Cl:6])[c:12]([Cl:13])[n:11][cH:10]1)(=[O:16])=[O:18]. Reactants: CC(=C[C@H]1[C@H](C1(C)C)C(=O)O)C ((+)-cis chrysanthemic acid), [Br-].[Br-].[Br-].[Al+3] (aluminum tribromide). The solvent is C1(=CC=CC=C1)C (toluene), C1(=CC=CC=C1)C (toluene). Reaction conditions: time 10 minute. The product is CC(=CC1C(C1(C)C)C(=O)O)C (chrysanthemic acid). Isolated yield 98.5%. Reaction SMILES: [CH3:1][C:2]([CH3:12])=[CH:3][C@@H:4]1[C:6]([CH3:8])([CH3:7])[C@@H:5]1[C:9]([OH:11])=[O:10].[Br-].[Br-].[Br-].[Al+3]>C1(C)C=CC=CC=1>[CH3:1][C:2]([CH3:12])=[CH:3][CH:4]1[C:6]([CH3:7])([CH3:8])[CH:5]1[C:9]([OH:11])=[O:10] |f:1.2.3.4|. Procedure: To a solution of (+)-cis chrysanthemic acid (2.0 g) in toluene (20 ml) was added a solution of aluminum tribromide (32 mg) in toluene (2.2 ml) at room temperature under a nitrogen atmosphere. Irradiation with a xenon lamp (500 W) was made for 10 minutes under stirring. After the irradiation was over, the similar after-treatment as in Example 1 was applied to obtain chrysanthemic acid (1.97 g). The optical isomer ratio of the product was (+)-cis, 3.7%; (-)-cis, 3.1%; (+)-trans, 46.6%; and (-)-tra... Starting materials: CC(=O)OI1(C=2C=CC=CC2C(=O)O1)(OC(=O)C)OC(=O)C (Dess-Martin periodinane), OC(C1CCN(CC1)C(=O)OC(C)(C)C)C=1C=NC(=CC1)C(F)(F)F (tert-butyl 4-(hydroxy(6-(trifluoromethyl)pyridin-3-yl)methyl)piperidine-1-carboxylate), Intermediate 56. Run in C(Cl)Cl (DCM), C(Cl)Cl (DCM). Yields the product FC(C1=NC=C(C(=O)C2CCN(CC2)C(=O)OC(C)(C)C)C=C1)(F)F (tert-Butyl 4-(6-(trifluoromethyl)nicotinoyl)piperidine-1-carboxylate). As a reaction SMILES: CC(OI1(OC(C)=O)(OC(C)=O)OC(=O)C2C=CC=CC1=2)=O.[OH:23][CH:24]([C:38]1[CH:39]=[N:40][C:41]([C:44]([F:47])([F:46])[F:45])=[CH:42][CH:43]=1)[CH:25]1[CH2:30][CH2:29][N:28]([C:31]([O:33][C:34]([CH3:37])([CH3:36])[CH3:35])=[O:32])[CH2:27][CH2:26]1>C(Cl)Cl>[F:47][C:44]([F:45])([F:46])[C:41]1[CH:42]=[CH:43][C:38]([C:24]([CH:25]2[CH2:26][CH2:27][N:28]([C:31]([O:33][C:34]([CH3:36])([CH3:37])[CH3:35])=[O:32])[CH2:29][CH2:30]2)=[O:23])=[CH:39][N:40]=1. Procedure details: Dess-Martin periodinane reagent (30.0 g, 70.8 mmol) was added to a solution of tert-butyl 4-(hydroxy(6-(trifluoromethyl)pyridin-3-yl)methyl)piperidine-1-carboxylate (Intermediate 56: step a, 17.8 g, 49.5 mmol) in DCM (354 mL) at room temperature and the mixture was stirred for 2 hours. The reaction mixture was diluted with DCM and washed with saturated aqueous solution of NaHCO3. The organic phase was dried (MgSO4), filtered, and concentrated to dryness. The crude product was purified by flash c... The reactants are CC(C)(CCC(C)(C(C(=O)[O-])O)C)C(C(=O)[O-])O (2,5-dimethylhexane-2,5-diylbis(2-hydroxyacetate)), [I-].[K+] (potassium iodide), C(CCC)(O)O (butanediol), C(C)(=O)OC=1C=C(C=C(C(=O)Cl)C1)C(=O)Cl (5-acetoxy isophthaloyl chloride), N12CCN(CC1)CC2 (1,4-diazabicyclo[2.2.2]octane). Run in N1=CC=CC=C1 (pyridine), N1=CC=CC=C1 (pyridine). Run at time 24 hour. The product is CC(C)(CCC(C)(C(C(=O)[O-])O)C)C(C(=O)[O-])O.C(C)(=O)OC=1C=C(C=C(C(=O)Cl)C1)C(=O)Cl (2,5-Dimethylhexane-2,5-diylbis(2-hydroxyacetate) 5-acetoxy isophthaloyl chloride). As a reaction SMILES: [CH3:1][C:2]([CH:14]([OH:18])[C:15]([O-:17])=[O:16])([CH2:4][CH2:5][C:6]([CH3:13])([CH:8]([OH:12])[C:9]([O-:11])=[O:10])[CH3:7])[CH3:3].[C:19]([O:22][C:23]1[CH:24]=[C:25]([C:32]([Cl:34])=[O:33])[CH:26]=[C:27]([CH:31]=1)[C:28]([Cl:30])=[O:29])(=[O:21])[CH3:20].N12CCN(CC1)CC2.[I-].[K+].C(O)(O)CCC>N1C=CC=CC=1>[CH3:13][C:6]([CH:8]([OH:12])[C:9]([O-:11])=[O:10])([CH2:5][CH2:4][C:2]([CH3:1])([CH:14]([OH:18])[C:15]([O-:17])=[O:16])[CH3:3])[CH3:7].[C:19]([O:22][C:23]1[CH:31]=[C:27]([C:28]([Cl:30])=[O:29])[CH:26]=[C:25]([CH:24]=1)[C:32]([Cl:34])=[O:33])(=[O:21])[CH3:20] |f:3.4,7.8|. Reported procedure: A solution of 2,5-dimethylhexane-2,5-diylbis(2-hydroxyacetate) (69) (0.997 g, 3.8 mmol), 5-acetoxy isophthaloyl chloride (117) (1.044 g, 4.0 mmol), a catalytic amount of 1,4-diazabicyclo[2.2.2]octane, and a catalytic amount of potassium iodide in 20 mL of pyridine was brought to 50° C. while stirring under nitrogen. After 24 hours, butanediol (0.072 g, 0.8 mmol) diluted in 10 mL of pyridine was added to the reaction mixture using a syringe pump over 8 hours. The solution was then quenched in 200... Starting materials: BrC1=C2C=3C=CC(=CC3NC2=C(C=C1)C(N)=O)C(=O)OCC (ethyl 5-bromo-8-carbamoyl-9H-carbazole-2-carboxylate), BrC1=C2C=3C=CC(=CC3NC2=C(C=C1)C(N)=O)C(=O)OCC (ethyl 5-bromo-8-carbamoyl-9H-carbazole-2-carboxylate), P(=O)(Cl)(Cl)Cl (phosphorus oxychloride). Run in O (water). Run at temperature 105 celsius. The product is BrC1=C2C=3C=CC(=CC3NC2=C(C=C1)C#N)C(=O)OCC (ethyl 5-bromo-8-cyano-9H-carbazole-2-carboxylate). Yield: 98.1%. As a reaction SMILES: [Br:1][C:2]1[CH:14]=[CH:13][C:12]([C:15](=O)[NH2:16])=[C:11]2[C:3]=1[C:4]1[CH:5]=[CH:6][C:7]([C:18]([O:20][CH2:21][CH3:22])=[O:19])=[CH:8][C:9]=1[NH:10]2.P(Cl)(Cl)(Cl)=O>O>[Br:1][C:2]1[CH:14]=[CH:13][C:12]([C:15]#[N:16])=[C:11]2[C:3]=1[C:4]1[CH:5]=[CH:6][C:7]([C:18]([O:20][CH2:21][CH3:22])=[O:19])=[CH:8][C:9]=1[NH:10]2. Procedure: Step 1 A suspension of ethyl 5-bromo-8-carbamoyl-9H-carbazole-2-carboxylate (Intermediate 48-1, 2.2 g, 6.09 mmol) in phosphorus oxychloride (45.4 mL, 487 mmol) was heated at 105° C. for 1 h. The suspension was cooled to rt and concentrated to give a brown solid, which was suspended in water. The precipitate was collected by filtration, washed with water and dried to provide ethyl 5-bromo-8-cyano-9H-carbazole-2-carboxylate (2.05 g, 98%) as light brown solid. 1H NMR (400 MHz, DMSO-d6) δ 12.78 (s, ...